From a dataset of the Open Reaction Database (ORD), a public repository of structured organic reaction records. describe an organic reaction: reactants, conditions, products, and yield The reactants are C([O-])([O-])=O.[Na+].[Na+] (sodium carbonate), C(C)(=O)OCC (Ethyl acetate), BrC1=CC=C(C=C1)C(C)(O[Si](C)(C)C)C ([1-(4-bromo-phenyl)-1-methyl-ethoxy]-trimethylsilane), C(C)C(CC)(C1=CC(=C(C=C1)B1OC(C(O1)(C)C)(C)C)C)C1=CC(=C(OC[C@H]2CCC(O2)=O)C=C1)C ((R)-5-(4-{1-ethyl-1-[3-methyl-4-(4,4,5,5-tetramethyl-[1,3,2]dioxaborolan-2-yl)-phenyl]-propyl}-2-methyl-phenoxymethyl)-dihydro-furan-2-one). Solvent: CN(C=O)C (N,N-dimethylformamide). Run at temperature 85 celsius, time 13.5 hour. Yields the product C(C)C(CC)(C1=CC(=C(C=C1)C1=CC=C(C=C1)C(C)(O[Si](C)(C)C)C)C)C1=CC(=C(OC[C@H]2CCC(O2)=O)C=C1)C ((R)-5-(4-{1-ethyl-1-[2-methyl-4′-(1-methyl-1-trimethylsilanyloxy-ethyl)-biphenyl-4-yl]-propyl}-2-methyl-phenoxymethyl)-dihydro-furan-2-one). Isolated yield 47.8%. Reaction SMILES: C(=O)([O-])[O-].[Na+].[Na+].Br[C:8]1[CH:13]=[CH:12][C:11]([C:14]([CH3:21])([O:16][Si:17]([CH3:20])([CH3:19])[CH3:18])[CH3:15])=[CH:10][CH:9]=1.[CH2:22]([C:24]([C:43]1[CH:56]=[CH:55][C:46]([O:47][CH2:48][C@@H:49]2[O:53][C:52](=[O:54])[CH2:51][CH2:50]2)=[C:45]([CH3:57])[CH:44]=1)([C:27]1[CH:32]=[CH:31][C:30](B2OC(C)(C)C(C)(C)O2)=[C:29]([CH3:42])[CH:28]=1)[CH2:25][CH3:26])[CH3:23].C(OCC)(=O)C>CN(C)C=O>[CH2:22]([C:24]([C:43]1[CH:56]=[CH:55][C:46]([O:47][CH2:48][C@@H:49]2[O:53][C:52](=[O:54])[CH2:51][CH2:50]2)=[C:45]([CH3:57])[CH:44]=1)([C:27]1[CH:32]=[CH:31][C:30]([C:8]2[CH:13]=[CH:12][C:11]([C:14]([CH3:21])([O:16][Si:17]([CH3:20])([CH3:19])[CH3:18])[CH3:15])=[CH:10][CH:9]=2)=[C:29]([CH3:42])[CH:28]=1)[CH2:25][CH3:26])[CH3:23] |f:0.1.2|. Procedure details: A [1,1′-bis(diphenylphosphino)ferrocene]palladium dichloride dichloromethane complex (1.49 mg, 0.002 mmol), a 2 M sodium carbonate solution (0.1 mL, 0.2 mmol) and [1-(4-bromo-phenyl)-1-methyl-ethoxy]-trimethylsilane (Example 15-(1); 26.25 mg, 0.091 mmol) were added to a solution of (R)-5-(4-{1-ethyl-1-[3-methyl-4-(4,4,5,5-tetramethyl-[1,3,2]dioxaborolan-2-yl)-phenyl]-propyl}-2-methyl-phenoxymethyl)-dihydro-furan-2-one (Example 15-(3); 30 mg, 0.061 mmol) in N,N-dimethylformamide (0.1 mL) at room ... Starting materials: ClCC1C(C2=CC=C(C=C2C(C1)(C)C)C)(C)C (2-chloromethyl-1,1,4,4,6-pentamethyl1,2,3,4-tetrahydronaphthalene), Cl (hydrochloric acid), [H-].[Al+3].[Li+].[H-].[H-].[H-] (lithium aluminum hydride), resultant mixture. Run in O1CCCC1 (tetrahydrofuran), O1CCCC1 (tetrahydrofuran), O1CCCC1 (tetrahydrofuran). Yields the product CC1(C(CC(C2=CC(=CC=C12)C)(C)C)C)C (1,1,2,4,4,6-hexamethyl-1,2,3,4-tetrahydronaphthalene). Isolated yield 88.3%. Reaction SMILES: [H-].[Al+3].[Li+].[H-].[H-].[H-].Cl[CH2:8][CH:9]1[CH2:18][C:17]([CH3:20])([CH3:19])[C:16]2[C:11](=[CH:12][CH:13]=[C:14]([CH3:21])[CH:15]=2)[C:10]1([CH3:23])[CH3:22].Cl>O1CCCC1>[CH3:22][C:10]1([CH3:23])[C:11]2[C:16](=[CH:15][C:14]([CH3:21])=[CH:13][CH:12]=2)[C:17]([CH3:20])([CH3:19])[CH2:18][CH:9]1[CH3:8] |f:0.1.2.3.4.5|. Procedure: To a suspension of lithium aluminum hydride (6.5 g; 0.171 mol) in tetrahydrofuran in a nitrogen atmosphere, a solution of 2-chloromethyl-1,1,4,4,6-pentamethyl1,2,3,4-tetrahydronaphthalene (40.9 g; 0.163 mol) in tetrahydrofuran was added dropwise, and the resultant mixture was stirred at 70° C. for 15 hours. The reaction mixture was treated with aqueous tetrahydrofuran, dilute hydrochloric acid was added thereto, and the resultant mixture was extracted with n-hexane. The extract was washed with s... The reactants are COC(=O)C1N(S(C2=C(C1=O)C=CC=C2)(=O)=O)C (2-methyl-3,4-dihydro-4-oxo-2H-1,2-benzothiazine-3-carboxylic acid methyl ester 1,1-dioxide), CC1=CC(OC2=CC(=CC=C12)N)=O (4-methyl-7-amino-coumarin). Run in C=1(C(=CC=CC1)C)C (xylene). Conditions: temperature 170 celsius. Yields the product CN1S(C2=C(C(C1C(=O)NC1=CC3=C(C(=CC(O3)=O)C)C=C1)=O)C=CC=C2)(=O)=O (2-methyl-3,4-dihydro-4-oxo-N-(2-oxo-4-methyl-2H-1-benzopyran-7-yl)-2H-1,2-benzothiazine-3-carboxamide 1,1-dioxide). As a reaction SMILES: CO[C:3]([CH:5]1[C:10](=[O:11])[C:9]2[CH:12]=[CH:13][CH:14]=[CH:15][C:8]=2[S:7](=[O:17])(=[O:16])[N:6]1[CH3:18])=[O:4].[CH3:19][C:20]1[C:29]2[C:24](=[CH:25][C:26]([NH2:30])=[CH:27][CH:28]=2)[O:23][C:22](=[O:31])[CH:21]=1>C1(C)C(C)=CC=CC=1>[CH3:18][N:6]1[CH:5]([C:3]([NH:30][C:26]2[CH:27]=[CH:28][C:29]3[C:20]([CH3:19])=[CH:21][C:22](=[O:31])[O:23][C:24]=3[CH:25]=2)=[O:4])[C:10](=[O:11])[C:9]2[CH:12]=[CH:13][CH:14]=[CH:15][C:8]=2[S:7]1(=[O:16])=[O:17]. Procedure: 8.1 g of 2-methyl-3,4-dihydro-4-oxo-2H-1,2-benzothiazine-3-carboxylic acid methyl ester 1,1-dioxide and 5.7 g of 4-methyl-7-amino-coumarin are dissolved in 280 ml of xylene and the solution is heated for 21/2 hours in a bath of 170° C. to distill off the methanol formed during the reaction. The reaction mixture is refluxed for a further 5 hours, cooled, and the precipitate is collected by filtration. The precipitate is digested with 100 ml of 2N-hydrochloric acid at elevated temperature, treated... Starting materials: COc1ccc(F)cc1Br, CC(C)(C)P(c1ccccc1-c1ccccc1)C(C)(C)C, C1COCCO1, Cc1nc(-c2cccc(C(F)(F)F)c2)n2nc(N)ncc12, CC(C)(C)[O-], [Na+], O=C(C=Cc1ccccc1)C=Cc1ccccc1, O=C(C=Cc1ccccc1)C=Cc1ccccc1, O=C(C=Cc1ccccc1)C=Cc1ccccc1, [Pd], [Pd]. Yields the product COc1ccc(F)cc1Nc1ncc2c(C)nc(-c3cccc(C(F)(F)F)c3)n2n1. Reaction SMILES: [Br:22][c:23]1[c:24]([O:30][CH3:31])[cH:25][cH:26][c:27]([F:29])[cH:28]1.[C:32]([P:33]([C:34]([CH3:35])([CH3:36])[CH3:37])[c:38]1[cH:39][cH:40][cH:41][cH:42][c:43]1-[c:44]1[cH:45][cH:46][cH:47][cH:48][cH:49]1)([CH3:50])([CH3:51])[CH3:52].[CH2:59]1[O:60][CH2:61][CH2:62][O:63][CH2:64]1.[CH3:1][c:2]1[n:3][c:4](-[c:12]2[cH:13][c:14]([C:18]([F:19])([F:20])[F:21])[cH:15][cH:16][cH:17]2)[n:5]2[n:6][c:7]([NH2:11])[n:8][cH:9][c:10]12.[CH3:53][C:54]([CH3:55])([O-:56])[CH3:57].[Na+:58].[O:103]=[C:104]([CH:105]=[CH:106][c:107]1[cH:108][cH:109][cH:110][cH:111][cH:112]1)[CH:113]=[CH:114][c:115]1[cH:116][cH:117][cH:118][cH:119][cH:120]1.[O:67]=[C:68]([CH:69]=[CH:70][c:71]1[cH:72][cH:73][cH:74][cH:75][cH:76]1)[CH:77]=[CH:78][c:79]1[cH:80][cH:81][cH:82][cH:83][cH:84]1.[O:85]=[C:86]([CH:87]=[CH:88][c:89]1[cH:90][cH:91][cH:92][cH:93][cH:94]1)[CH:95]=[CH:96][c:97]1[cH:98][cH:99][cH:100][cH:101][cH:102]1.[Pd:65].[Pd:66]>>[CH3:1][c:2]1[n:3][c:4](-[c:12]2[cH:13][c:14]([C:18]([F:19])([F:20])[F:21])[cH:15][cH:16][cH:17]2)[n:5]2[n:6][c:7]([NH:11][c:23]3[c:24]([O:30][CH3:31])[cH:25][cH:26][c:27]([F:29])[cH:28]3)[n:8][cH:9][c:10]12. The reactants are BrC=1C=CC=C2C(N(C(=NC12)NC(C)(C)C)C1CCOCC1)=O (8-bromo-2-(tert-butylamino)-3-(tetrahydro-2H-pyran-4-yl)quinazolin-4(3H)-one), C[C@H]1NC(C2=C1NC(=C2)B2OC(C(O2)(C)C)(C)C)=O ((R)-6-methyl-2-(4,4,5,5-tetramethyl-1,3,2-dioxaborolan-2-yl)-5,6-dihydropyrrolo[3,4-b]pyrrol-4(1H)-one), CC(C)C1=CC(=C(C(=C1)C(C)C)C2=C(C=CC=C2)P(C3CCCCC3)C4CCCCC4)C(C)C (X-Phos), P(=O)([O-])([O-])[O-].[K+].[K+].[K+] (potassium phosphate). Reagents/catalysts: CC(C)C1=CC(=C(C(=C1)C(C)C)C2=CC=CC=C2P(C3CCCCC3)C4CCCCC4)C(C)C.C1=CC=C([C-]=C1)CCN.Cl[Pd+] (XPhos precatalyst). The solvent is O1CCOCC1 (1,4-dioxane), O (water). Run at temperature 40 celsius, time 1.5 hour. Product: C(C)(C)(C)NC1=NC2=C(C=CC=C2C(N1C1CCOCC1)=O)C1=CC2=C(N1)[C@H](NC2=O)C ((R)-2-(tert-butylamino)-8-(6-methyl-4-oxo-1,4,5,6-tetrahydropyrrolo[3,4-b]pyrrol-2-yl)-3-(tetrahydro-2H-pyran-4-yl)quinazolin-4(3H)-one). Isolated yield 12.5%. Reaction SMILES: Br[C:2]1[CH:3]=[CH:4][CH:5]=[C:6]2[C:11]=1[N:10]=[C:9]([NH:12][C:13]([CH3:16])([CH3:15])[CH3:14])[N:8]([CH:17]1[CH2:22][CH2:21][O:20][CH2:19][CH2:18]1)[C:7]2=[O:23].[CH3:24][C@@H:25]1[C:29]2[NH:30][C:31](B3OC(C)(C)C(C)(C)O3)=[CH:32][C:28]=2[C:27](=[O:42])[NH:26]1.CC(C1C=C(C(C)C)C(C2C=CC=CC=2P(C2CCCCC2)C2CCCCC2)=C(C(C)C)C=1)C.P([O-])([O-])([O-])=O.[K+].[K+].[K+]>O1CCOCC1.CC(C1C=C(C(C)C)C(C2C(P(C3CCCCC3)C3CCCCC3)=CC=CC=2)=C(C(C)C)C=1)C.C1C=[C-]C(CCN)=CC=1.Cl[Pd+].O>[C:13]([NH:12][C:9]1[N:8]([CH:17]2[CH2:22][CH2:21][O:20][CH2:19][CH2:18]2)[C:7](=[O:23])[C:6]2[C:11](=[C:2]([C:31]3[NH:30][C:29]4[C@@H:25]([CH3:24])[NH:26][C:27](=[O:42])[C:28]=4[CH:32]=3)[CH:3]=[CH:4][CH:5]=2)[N:10]=1)([CH3:16])([CH3:15])[CH3:14] |f:3.4.5.6,8.9.10|. Reported procedure: A mixture of 8-bromo-2-(tert-butylamino)-3-(tetrahydro-2H-pyran-4-yl)quinazolin-4(3H)-one (515d, 70 mg, 0.184 mmol), (R)-6-methyl-2-(4,4,5,5-tetramethyl-1,3,2-dioxaborolan-2-yl)-5,6-dihydropyrrolo[3,4-b]pyrrol-4(1H)-one (705, 93 mg, 0.276 mmol), X-Phos precatalyst II (7.24 mg, 9.20 μmol), and potassium phosphate (117 mg, 0.552 mmol) in 1,4-dioxane (1.5 mL)/water (0.4 mL) was sparged with nitrogen for 3 min at RT; the reaction mixture was stirred at 40° C. for 1.5 h. The reaction mixture was dilu... Reactants: BrC=1C=CC2=C(OCCC3=C2SC(=C3)C3=NNC(N3C3=C(C=CC=C3)Cl)=O)C1 (3-(8-bromo-4,5-dihydrobenzo[b]thieno[2,3-d]oxepin-2-yl)-4-(2-chlorophenyl)-1H-1,2,4-triazol-5(4H)-one), CC1(OB(OC1(C)C)C=1C=NNC1)C (4-(4,4,5,5-tetramethyl-1,3,2-dioxaborolan-2-yl)-1H-pyrazole). Yields the product N1N=CC(=C1)C=1C=CC2=C(OCCC3=C2SC(=C3)C3=NNC(N3C3=C(C=CC=C3)Cl)=O)C1 (3-(8-(1H-pyrazol-4-yl)-4,5-dihydrobenzo[b]thieno[2,3-d]oxepin-2-yl)-4-(2-chlorophenyl)-1H-1,2,4-triazol-5(4H)-one). As a reaction SMILES: Br[C:2]1[CH:3]=[CH:4][C:5]2[C:11]3[S:12][C:13]([C:15]4[N:19]([C:20]5[CH:25]=[CH:24][CH:23]=[CH:22][C:21]=5[Cl:26])[C:18](=[O:27])[NH:17][N:16]=4)=[CH:14][C:10]=3[CH2:9][CH2:8][O:7][C:6]=2[CH:28]=1.CC1(C)C(C)(C)OB([C:37]2[CH:38]=[N:39][NH:40][CH:41]=2)O1>>[NH:39]1[CH:38]=[C:37]([C:2]2[CH:3]=[CH:4][C:5]3[C:11]4[S:12][C:13]([C:15]5[N:19]([C:20]6[CH:25]=[CH:24][CH:23]=[CH:22][C:21]=6[Cl:26])[C:18](=[O:27])[NH:17][N:16]=5)=[CH:14][C:10]=4[CH2:9][CH2:8][O:7][C:6]=3[CH:28]=2)[CH:41]=[N:40]1. Procedure: Following the procedure of Example 44, 3-(8-bromo-4,5-dihydrobenzo[b]thieno[2,3-d]oxepin-2-yl)-4-(2-chlorophenyl)-1H-1,2,4-triazol-5(4H)-one and 4-(4,4,5,5-tetramethyl-1,3,2-dioxaborolan-2-yl)-1H-pyrazole were reacted to give 277. MS: (ESI+) 462.1 Reactants: ClCCl, CCc1cccc(C)c1CNc1cc(C(=O)O)cn2c(C)c(C)nc12, CN. Yields the product CCc1cccc(C)c1CNc1cc(C(=O)NC)cn2c(C)c(C)nc12. As a reaction SMILES: [CH2:28]([Cl:29])[Cl:30].[CH3:1][c:2]1[n:3][c:4]2[n:5]([cH:6][c:7]([C:21](=[O:22])[OH:23])[cH:8][c:9]2[NH:10][CH2:11][c:12]2[c:13]([CH2:19][CH3:20])[cH:14][cH:15][cH:16][c:17]2[CH3:18])[c:24]1[CH3:25].[CH3:26][NH2:27]>>[CH3:1][c:2]1[n:3][c:4]2[n:5]([cH:6][c:7]([C:21](=[O:23])[NH:27][CH3:26])[cH:8][c:9]2[NH:10][CH2:11][c:12]2[c:13]([CH2:19][CH3:20])[cH:14][cH:15][cH:16][c:17]2[CH3:18])[c:24]1[CH3:25].